Task: describe an organic reaction: reactants, conditions, products, and yield. Dataset: the Open Reaction Database (ORD), a public repository of structured organic reaction records Reactants: Cl, [Fe+2], O=C1C=CC(=NO)c2c1cccc2[N+](=O)[O-], O, O, O, O, O, O, O, O, O=S(=O)([O-])[O-]. Yields the product O=C1C=CC(=O)c2c1cccc2[N+](=O)[O-]. As a reaction SMILES: [ClH:17].[Fe+2:31].[N+:1](=[O:2])([O-:3])[c:4]1[cH:5][cH:6][cH:7][c:8]2[c:13]1[C:12](=[N:14][OH:15])[CH:11]=[CH:10][C:9]2=[O:16].[OH2:18].[OH2:19].[OH2:20].[OH2:21].[OH2:22].[OH2:23].[OH2:24].[OH2:25].[S:26]([O-:27])([O-:28])(=[O:29])=[O:30]>>[N+:1](=[O:2])([O-:3])[c:4]1[cH:5][cH:6][cH:7][c:8]2[c:13]1[C:12](=[O:18])[CH:11]=[CH:10][C:9]2=[O:16].